From a dataset of the Open Reaction Database (ORD), a public repository of structured organic reaction records. describe an organic reaction: reactants, conditions, products, and yield As a reaction SMILES: [CH3:1][N:2]([CH:4]([C:13]1[CH:18]=[CH:17][CH:16]=[C:15]([F:19])[CH:14]=1)[CH:5]1[CH2:10][CH2:9][CH:8]([CH:11]=[O:12])[CH2:7][CH2:6]1)[CH3:3].[OH-].[Na+].[BH4-].[Na+]>C(O)C.O>[CH3:3][N:2]([CH:4]([C:13]1[CH:18]=[CH:17][CH:16]=[C:15]([F:19])[CH:14]=1)[CH:5]1[CH2:10][CH2:9][CH:8]([CH2:11][OH:12])[CH2:7][CH2:6]1)[CH3:1] |f:1.2,3.4|. Conditions: time 8 hour. The reactants are [BH4-].[Na+] (NaBH4), CN(C)C(C1CCC(CC1)C=O)C1=CC(=CC=C1)F (4-[Dimethylamino-(3-fluorophenyl)-methyl]-cyclohexane-carbaldehyde), [OH-].[Na+] (NaOH). Run in O (water), C(C)O (ethanol), O (water). Yields the product CN(C)C(C1CCC(CC1)CO)C1=CC(=CC=C1)F ({4-[Dimethylamino-(3-fluorophenyl)-methyl]-cyclohexyl}-methanol). Procedure: The aldehyde 34 (7.11 g, 27 mmol) was dissolved, under argon, in ethanol (120 ml), water (60 ml) and 1N NaOH (27 ml, 27 mmol) and stirred for 30 minutes at RT. A solution of NaBH4 (2.04 g, 54 mmol) in water (200 ml) was then slowly added dropwise and the mixture was stirred overnight. Ethanol was removed in vacuo, the aqueous residue was extracted three times with ethyl acetate (100 ml each time), and the organic phase was washed with water (100 ml) and saturated NaCl solution (100 ml), dried (N... The product is C(#N)C1=C(C=C(CN2C=NC=C2CN2CC(N(CC2)CC2=CC(=CC=C2)O)=O)C=C1)F (4-[1-(4-Cyano-3-fluorobenzyl)-5-imidazolylmethyl]-1-[3-hydroxybenzyl]-2-piperazinone). Reaction conditions: time 16 hour. The solvent is ClCCCl (1,2-dichloroethane). Reactants: CCOC(=O)C (EtOAc), Cl.OC=1C=C(CN2C(CNCC2)=O)C=CC1 (1-[3-(Hydroxy)benzyl]-2-piperazinone Hydrochloride), C(#N)C1=C(C=C(CN2C=NC=C2C=O)C=C1)F (1-(4-Cyano-3-fluorobenzyl)-5-imidazolecarboxaldehyde), C(C)(=O)O[BH-](OC(C)=O)OC(C)=O.[Na+] (sodium triacetoxyborohydride). Procedure: To a solution of the amine hydrochloride from Step K (theoretically 0.22 mmol) in 2 mL of 1,2-dichloroethane was added 4 Å powdered molecular sieves (100 mg), followed by sodium triacetoxyborohydride (70 mg, 0.33 mmol). The aldehyde from Step G (51 mg, 0.22 mmol) was added, and the reaction was stirred for 16 hours. The reaction was poured into EtOAc, washed with sat. aq. NaHCO3 and brine, dried (Na2SO4), filtered, and concentrated in vacuo. The titled product was obtained as a pale yellow foam. Reaction SMILES: Cl.[OH:2][C:3]1[CH:4]=[C:5]([CH:14]=[CH:15][CH:16]=1)[CH2:6][N:7]1[CH2:12][CH2:11][NH:10][CH2:9][C:8]1=[O:13].C(O[BH-](OC(=O)C)OC(=O)C)(=O)C.[Na+].[C:31]([C:33]1[CH:46]=[CH:45][C:36]([CH2:37][N:38]2[C:42]([CH:43]=O)=[CH:41][N:40]=[CH:39]2)=[CH:35][C:34]=1[F:47])#[N:32].CCOC(C)=O>ClCCCl>[C:31]([C:33]1[CH:46]=[CH:45][C:36]([CH2:37][N:38]2[C:42]([CH2:43][N:10]3[CH2:11][CH2:12][N:7]([CH2:6][C:5]4[CH:14]=[CH:15][CH:16]=[C:3]([OH:2])[CH:4]=4)[C:8](=[O:13])[CH2:9]3)=[CH:41][N:40]=[CH:39]2)=[CH:35][C:34]=1[F:47])#[N:32] |f:0.1,2.3|. Reactants: CN(C(=O)OC(C)(C)C)C1CCN(C(=O)OCc2ccccc2)CC1, CO. Product: CN(C(=O)OC(C)(C)C)C1CCNCC1. Reaction SMILES: [CH2:1]([O:2][C:3](=[O:4])[N:11]1[CH2:12][CH2:13][CH:14]([N:17]([CH3:18])[C:19](=[O:20])[O:21][C:22]([CH3:23])([CH3:24])[CH3:25])[CH2:15][CH2:16]1)[c:5]1[cH:6][cH:7][cH:8][cH:9][cH:10]1.[CH3:26][OH:27]>>[NH:11]1[CH2:12][CH2:13][CH:14]([N:17]([CH3:18])[C:19](=[O:20])[O:21][C:22]([CH3:23])([CH3:24])[CH3:25])[CH2:15][CH2:16]1. Reactants: CO, O=C(NS(=O)(=O)Nc1ccc2c(c1)S(=O)(=O)N=C(c1c(O)c3ccccc3n(NC3CCC3)c1=O)N2)OCc1ccccc1, C1CCOC1. Product: NS(=O)(=O)Nc1ccc2c(c1)S(=O)(=O)N=C(c1c(O)c3ccccc3n(NC3CCC3)c1=O)N2. As a reaction SMILES: [CH3:50][OH:51].[CH:1]1([NH:5][n:6]2[c:7](=[O:44])[c:8]([C:17]3=[N:18][S:19](=[O:42])(=[O:43])[c:20]4[c:21]([cH:23][cH:24][c:25]([NH:27][S:28]([NH:29][C:30]([O:31][CH2:32][c:33]5[cH:34][cH:35][cH:36][cH:37][cH:38]5)=[O:39])(=[O:40])=[O:41])[cH:26]4)[NH:22]3)[c:9]([OH:16])[c:10]3[cH:11][cH:12][cH:13][cH:14][c:15]23)[CH2:2][CH2:3][CH2:4]1.[O:45]1[CH2:46][CH2:47][CH2:48][CH2:49]1>>[CH:1]1([NH:5][n:6]2[c:7](=[O:44])[c:8]([C:17]3=[N:18][S:19](=[O:42])(=[O:43])[c:20]4[c:21]([cH:23][cH:24][c:25]([NH:27][S:28]([NH2:29])(=[O:40])=[O:41])[cH:26]4)[NH:22]3)[c:9]([OH:16])[c:10]3[cH:11][cH:12][cH:13][cH:14][c:15]23)[CH2:2][CH2:3][CH2:4]1. Starting materials: C1(CC1)C=1C=C(NN1)NC1=NC(=NC2=CC=C(C=C12)I)NC1=CC=C2C(NNC2=C1)=O (6-[4-(5-Cyclopropyl-2H-pyrazol-3-ylamino)-6-iodo-quinazolin-2-ylamino]-1,2-dihydro-indazol-3-one), C1(=CC=CC=C1)B(O)O (phenyl boronic acid), PdCl2 (dppf)2. Run in CS(=O)C (DMSO), C1(=CC=CC=C1)[O-].[K+] (potassium phenolate), O (water). Reaction conditions: temperature 100 celsius, time 12 hour. Product: C1(CC1)C=1C=C(NN1)NC1=NC(=NC2=CC=C(C=C12)C1=CC=CC=C1)NC1=CC=C2C(NNC2=C1)=O (6-[4-(5-Cyclopropyl-2H-pyrazol-3-ylamino)-6-phenyl-quinazolin-2-ylamino]-1,2-dihydro-indazol-3-one), solid. RXN SMILES: [CH:1]1([C:4]2[CH:5]=[C:6]([NH:9][C:10]3[C:19]4[C:14](=[CH:15][CH:16]=[C:17](I)[CH:18]=4)[N:13]=[C:12]([NH:21][C:22]4[CH:30]=[C:29]5[C:25]([C:26](=[O:31])[NH:27][NH:28]5)=[CH:24][CH:23]=4)[N:11]=3)[NH:7][N:8]=2)[CH2:3][CH2:2]1.[C:32]1(B(O)O)[CH:37]=[CH:36][CH:35]=[CH:34][CH:33]=1>CS(C)=O.C1([O-])C=CC=CC=1.[K+].O>[CH:1]1([C:4]2[CH:5]=[C:6]([NH:9][C:10]3[C:19]4[C:14](=[CH:15][CH:16]=[C:17]([C:32]5[CH:37]=[CH:36][CH:35]=[CH:34][CH:33]=5)[CH:18]=4)[N:13]=[C:12]([NH:21][C:22]4[CH:30]=[C:29]5[C:25]([C:26](=[O:31])[NH:27][NH:28]5)=[CH:24][CH:23]=4)[N:11]=3)[NH:7][N:8]=2)[CH2:3][CH2:2]1 |f:3.4|. Procedure details: To 6-[4-(5-Cyclopropyl-2H-pyrazol-3-ylamino)-6-iodo-quinazolin-2-ylamino]-1,2-dihydro-indazol-3-one (300 mg, 0.48 mmol), and phenyl boronic acid (88 mg, 0.72 mmol) in DMSO and 1.5 M potassium phenolate (2.6 mL) was added PdCl2 (dppf)2 (175 mg) and the solution was heated to 100° C. in a sealed tube. After 12 hr, the solution was diluted with water, extracted with ethyl acetate, dried (Na2SO4) and concentrated. The title compound was isolated by preparative HPLC as a white solid (0.82 mg). HPLC t... Reactants: NC1=C(N=NN1CC1=C(C=CC=C1)Cl)C(=O)N (5-amino-1-(o-chlorobenzyl)-1H-triazole-4-carboxamide), CC(=O)OC(=O)C (acetanhydride), S(O)(O)(=O)=O (sulphuric acid). Run in C(C)O (ethanol). Run at time 30 minute. Product: C(C)(=O)NC1=C(N=NN1CC1=C(C=CC=C1)Cl)C(=O)N (5-acetylamino-1-(o-chlorobenzyl)-1H-1,2,3-triazole-4-carboxamide). RXN SMILES: [NH2:1][C:2]1[N:6]([CH2:7][C:8]2[CH:13]=[CH:12][CH:11]=[CH:10][C:9]=2[Cl:14])[N:5]=[N:4][C:3]=1[C:15]([NH2:17])=[O:16].[CH3:18][C:19](OC(C)=O)=[O:20].S(=O)(=O)(O)O>C(O)C>[C:19]([NH:1][C:2]1[N:6]([CH2:7][C:8]2[CH:13]=[CH:12][CH:11]=[CH:10][C:9]=2[Cl:14])[N:5]=[N:4][C:3]=1[C:15]([NH2:17])=[O:16])(=[O:20])[CH3:18]. Reported procedure: 10,1 g of 5-amino-1-(o-chlorobenzyl)-1H-triazole-4-carboxamide are added, portionwise with stirring, to a mixture of 30,7 g of acetanhydride and 0,1 ml of sulphuric acid and heated to 60° . Stirring is continued for additional 30 minutes at 60° to 70° , the reaction mixture is poored into 250 ml of ethanol, heated to reflux for 30 minutes and evaporated in vacuo to dryness. The residue is triturated with 250 ml of ethyl acetate, the crystalline precipitate is collected and re-crystallised from e... Starting materials: ClC1=NC(=CC(=C1C#N)C(F)(F)F)C1=CC=C(C=C1)Cl (2-chloro-6-(4-chlorophenyl)-4-(trifluoromethyl)pyridine-3-carbonitrile), Cl.N1CC(CCC1)NC1=CC=C(C=N1)C#N (6-(Piperidin-3-ylamino)pyridine-3-carbonitrile hydrochloride). Product: ClC1=CC=C(C=C1)C1=CC(=C(C(=N1)N1CC(CCC1)NC1=NC=C(C=C1)C#N)C#N)C(F)(F)F (6-(4-Chlorophenyl)-2-{3-[(5-cyanopyridin-2-yl)amino]piperidin-1-yl}-4-(trifluoromethyl)-pyridine-3-carbonitrile). RXN SMILES: Cl[C:2]1[C:7]([C:8]#[N:9])=[C:6]([C:10]([F:13])([F:12])[F:11])[CH:5]=[C:4]([C:14]2[CH:19]=[CH:18][C:17]([Cl:20])=[CH:16][CH:15]=2)[N:3]=1.Cl.[NH:22]1[CH2:27][CH2:26][CH2:25][CH:24]([NH:28][C:29]2[N:34]=[CH:33][C:32]([C:35]#[N:36])=[CH:31][CH:30]=2)[CH2:23]1>>[Cl:20][C:17]1[CH:18]=[CH:19][C:14]([C:4]2[N:3]=[C:2]([N:22]3[CH2:27][CH2:26][CH2:25][CH:24]([NH:28][C:29]4[CH:30]=[CH:31][C:32]([C:35]#[N:36])=[CH:33][N:34]=4)[CH2:23]3)[C:7]([C:8]#[N:9])=[C:6]([C:10]([F:13])([F:12])[F:11])[CH:5]=2)=[CH:15][CH:16]=1 |f:1.2|. Procedure: Analogously to the preparation of Example 20, 60 mg (0.19 mmol) of 2-chloro-6-(4-chlorophenyl)-4-(trifluoromethyl)pyridine-3-carbonitrile and 56 mg (0.23 mmol) of 6-(piperidin-3-ylamino)pyridine-3-carbonitrile hydrochloride (Example 10A) were used to obtain, after separation by means of preparative HPLC (method 13), 46 mg (50% of theory) of the product in solid form.